Dataset: the Open Reaction Database (ORD), a public repository of structured organic reaction records. Task: describe an organic reaction: reactants, conditions, products, and yield Starting materials: ClC1=CC=C(C=C1)C1=CC2=C(C(N(C=C2)C=2C=NC(=CC2)O[C@H]2CNCC2)=O)S1 (2-(4-chloro-phenyl)-6-[6-(pyrrolidin-3(R)-yloxy)-pyridin-3-yl]-6H-thieno[2,3-c]pyridin-7-one), C(C)OC1(CC1)O[Si](C)(C)C ((1-ethoxy-cyclopropoxy)-trimethyl-silane), C(#N)[BH3-].[Na+] (sodium cyanoborohydride), [Cl-].[NH4+] (ammonium chloride), [Cl-].[NH4+] (ammonium chloride). The solvent is C(C)(=O)O (acetic acid), CO (methanol), ClCCl (dichloromethane), ClCCl.CO (dichloromethane methanol). Conditions: temperature 80 celsius. Yields the product Cl.ClC1=CC=C(C=C1)C1=CC2=C(C(N(C=C2)C=2C=NC(=CC2)O[C@H]2CN(CC2)C2CC2)=O)S1 (2-(4-Chloro-phenyl)-6-[6-(1-cyclopropyl-pyrrolidin-3(R)-yloxy)-pyridin-3-yl]-6H-thieno[2,3-c]pyridin-7-one, hydrochloride). Yield: 45.4%. As a reaction SMILES: C([BH3-])#N.[Na+].[Cl:5][C:6]1[CH:11]=[CH:10][C:9]([C:12]2[S:33][C:15]3[C:16](=[O:32])[N:17]([C:20]4[CH:21]=[N:22][C:23]([O:26][C@@H:27]5[CH2:31][CH2:30][NH:29][CH2:28]5)=[CH:24][CH:25]=4)[CH:18]=[CH:19][C:14]=3[CH:13]=2)=[CH:8][CH:7]=1.C(O[C:37]1(O[Si](C)(C)C)[CH2:39][CH2:38]1)C.[Cl-].[NH4+]>C(O)(=O)C.CO.ClCCl.ClCCl.CO>[ClH:5].[Cl:5][C:6]1[CH:11]=[CH:10][C:9]([C:12]2[S:33][C:15]3[C:16](=[O:32])[N:17]([C:20]4[CH:21]=[N:22][C:23]([O:26][C@@H:27]5[CH2:31][CH2:30][N:29]([CH:37]6[CH2:39][CH2:38]6)[CH2:28]5)=[CH:24][CH:25]=4)[CH:18]=[CH:19][C:14]=3[CH:13]=2)=[CH:8][CH:7]=1 |f:0.1,4.5,9.10,11.12|. Procedure: Add sodium cyanoborohydride (0.044 g, 0.703 mmol) to a mixture of 2-(4-chloro-phenyl)-6-[6-(pyrrolidin-3(R)-yloxy)-pyridin-3-yl]-6H-thieno[2,3-c]pyridin-7-one (0.0745 g, 0.176 mmol) and (1-ethoxy-cyclopropoxy)-trimethyl-silane (0.14 mL, 0.703 mmol) in acetic acid (0.05 mL) and methanol (10 mL) at room temperature. Reflux the mixture overnight at 80° C. Dilute the reaction mixture with dichloromethane and wash with 1.0M NaOH. Dilute the organic phase with methanol, dry over sodium sulfate, filter... Starting materials: N(=[N+]=[N-])[C@H]1[C@H]([C@@H](O[C@@H]1CO)N1C=NC=2C(=O)NC(N)=NC12)O (3′-azido-3′-deoxyguanosine), nucleoside, C(C1=CC=CC=C1)(=O)Cl (benzoyl chloride), [Cl-] (chloride), [OH-].[NH4+] (ammonium hydroxide). The solvent is O (Water), N1=CC=CC=C1 (pyridine). Product: N(=[N+]=[N-])[C@H]1[C@H]([C@@H](O[C@@H]1CO)N1C=NC=2C(N)=NC=NC12)O (3′-Azido-3′-deoxyadenosine), N(=[N+]=[N-])[C@H]1[C@H]([C@@H](O[C@@H]1CO)N1C=NC=2C(NC(C3=CC=CC=C3)=O)=NC=NC12)O (3′-azido-6-N-benzoyl 3′-deoxyadenosine). RXN SMILES: [N:1]([C@@H:4]1[C@@H:8]([CH2:9][OH:10])[O:7][C@@H:6]([N:11]2[C:21]3[N:20]=[C:18](N)[NH:17][C:15](=O)[C:14]=3[N:13]=[CH:12]2)[C@@H:5]1[OH:22])=[N+:2]=[N-:3].[Cl-].[C:24](Cl)(=[O:31])[C:25]1[CH:30]=[CH:29][CH:28]=[CH:27][CH:26]=1.[OH-].[NH4+:34]>N1C=CC=CC=1.O>[N:1]([C@@H:4]1[C@@H:8]([CH2:9][OH:10])[O:7][C@@H:6]([N:11]2[C:21]3[N:20]=[CH:18][N:17]=[C:15]([NH2:34])[C:14]=3[N:13]=[CH:12]2)[C@@H:5]1[OH:22])=[N+:2]=[N-:3].[N:1]([C@@H:4]1[C@@H:8]([CH2:9][OH:10])[O:7][C@@H:6]([N:11]2[C:21]3[N:20]=[CH:18][N:17]=[C:15]([NH:34][C:24](=[O:31])[C:25]4[CH:30]=[CH:29][CH:28]=[CH:27][CH:26]=4)[C:14]=3[N:13]=[CH:12]2)[C@@H:5]1[OH:22])=[N+:2]=[N-:3] |f:3.4|. Procedure details: 3′-Azido-3′-deoxyadenosine is synthesized as described by Robins et al. (J. Org. Chem. 66:8204-8210, 2001). 3′-azido-3′-deoxyguanosine (2.92 g; 10 mmol) is dissolved in anhydrous pyridine (60 mL) with vigorous stirring under an argon atmosphere and cooled on an ice bath, followed by treatment with trimethylsylil chloride (3 molar equivalents; mol eq), and stirring for 60 minutes at room temperature. The resulting solution containing the sylilated nucleoside is cooled on an ice bath and treated w...